Dataset: the Open Reaction Database (ORD), a public repository of structured organic reaction records. Task: describe an organic reaction: reactants, conditions, products, and yield The reactants are CSc1ccc(S(=O)(=O)Cl)cc1, Cc1ccccc1, Cl, COC(=O)c1cc(N)c(Oc2ccccc2OC)c(OCCOC2CCCCO2)c1, c1ccncc1. Product: COC(=O)c1cc(NS(=O)(=O)c2ccc(SC)cc2)c(Oc2ccccc2OC)c(OCCOC2CCCCO2)c1. Reaction SMILES: [CH3:31][S:32][c:33]1[cH:34][cH:35][c:36]([S:39](=[O:40])(=[O:41])[Cl:42])[cH:37][cH:38]1.[CH3:50][c:51]1[cH:52][cH:53][cH:54][cH:55][cH:56]1.[ClH:43].[NH2:1][c:2]1[cH:3][c:4]([C:5](=[O:6])[O:7][CH3:8])[cH:9][c:10]([O:21][CH2:22][CH2:23][O:24][CH:25]2[O:26][CH2:27][CH2:28][CH2:29][CH2:30]2)[c:11]1[O:12][c:13]1[c:14]([O:19][CH3:20])[cH:15][cH:16][cH:17][cH:18]1.[cH:44]1[cH:45][cH:46][n:47][cH:48][cH:49]1>>[NH:1]([c:2]1[cH:3][c:4]([C:5](=[O:6])[O:7][CH3:8])[cH:9][c:10]([O:21][CH2:22][CH2:23][O:24][CH:25]2[O:26][CH2:27][CH2:28][CH2:29][CH2:30]2)[c:11]1[O:12][c:13]1[c:14]([O:19][CH3:20])[cH:15][cH:16][cH:17][cH:18]1)[S:39]([c:36]1[cH:35][cH:34][c:33]([S:32][CH3:31])[cH:38][cH:37]1)(=[O:40])=[O:41]. Starting materials: COC(=O)Cc1ccc(C(C)(C)C)cc1, C1CCOC1, C[Si](C)(C)[N-][Si](C)(C)C, CI, [Li+], O. Product: COC(=O)C(C)c1ccc(C(C)(C)C)cc1. RXN SMILES: [C:11]([CH3:12])([CH3:13])([CH3:14])[c:15]1[cH:16][cH:17][c:18]([CH2:21][C:22](=[O:23])[O:24][CH3:25])[cH:19][cH:20]1.[CH2:29]1[O:30][CH2:31][CH2:32][CH2:33]1.[CH3:1][Si:2]([N-:3][Si:4]([CH3:5])([CH3:6])[CH3:7])([CH3:8])[CH3:9].[CH3:26][I:27].[Li+:10].[OH2:28]>>[C:11]([CH3:12])([CH3:13])([CH3:14])[c:15]1[cH:16][cH:17][c:18]([CH:21]([C:22](=[O:23])[O:24][CH3:25])[CH3:26])[cH:19][cH:20]1. Starting materials: C(C)(=O)[O-].[Ca+2].C(C)(=O)[O-] (calcium acetate), O[C@@H](C[N+](C)(C)C)CC([O-])=O (L-carnitine). The solvent is O (water). Reaction conditions: time 2 hour. Product: C(C)(=O)[O-].[Ca+2].O[C@@H](C[N+](C)(C)C)CC([O-])=O.C(C)(=O)[O-] (L-carnitine calcium acetate). Yield: 90.0%. RXN SMILES: [C:1]([O-:4])(=[O:3])[CH3:2].[Ca+2:5].[C:6]([O-:9])(=[O:8])[CH3:7].[OH:10][C@H:11]([CH2:17][C:18](=[O:20])[O-:19])[CH2:12][N+:13]([CH3:16])([CH3:15])[CH3:14]>O>[C:1]([O-:4])(=[O:3])[CH3:2].[Ca+2:5].[OH:10][C@H:11]([CH2:17][C:18](=[O:19])[O-:20])[CH2:12][N+:13]([CH3:16])([CH3:14])[CH3:15].[C:6]([O-:9])(=[O:8])[CH3:7] |f:0.1.2,5.6.7.8|. Reported procedure: A mixture of calcium acetate (0.5 g, 0.003 mol) and L-carnitine (0.5 g, 0.003 mol) was dissolved in water (15 mL) and stirred for 2 hours. The clear and colorless solution was concentrated at reduced pressure at bath temperatures that were less than about 70° C. to a white solid. The solid, L-carnitine calcium acetate, was obtained in greater than 90% yield and had a melting point of 166-167° C., with decomposition and evolution of trimethylamine. (The melting point of L-carnitine was 186-190° C...